From a dataset of the Open Reaction Database (ORD), a public repository of structured organic reaction records. describe an organic reaction: reactants, conditions, products, and yield The reactants are NC1=C(C(=NC(=C1)Cl)C(=O)OC)Cl (Methyl 4-amino-3,6-dichloropicolinate), FC=1C=C(C=CC1C(F)(F)F)B1OC(C(O1)(C)C)(C)C (2-(3-fluoro-4-(trifluoromethyl)phenyl)-4,4,5,5-tetramethyl-1,3,2-dioxaborolane), [F-].[K+] (potassium fluoride). Reagents/catalysts: Cl[Pd]([P](C1=CC=CC=C1)(C2=CC=CC=C2)C3=CC=CC=C3)([P](C4=CC=CC=C4)(C5=CC=CC=C5)C6=CC=CC=C6)Cl (bis(triphenylphosphine)palladium(II) chloride). The solvent is C(C)#N.O (acetonitrile water), C(C)(=O)OCC (ethyl acetate). Product: NC1=C(C(=NC(=C1)C1=CC(=C(C=C1)C(F)(F)F)F)C(=O)OC)Cl (methyl 4-amino-3-chloro-6-(3-fluoro-4-(trifluoromethyl)phenyl)picolinate). Yield: 57.4%. RXN SMILES: [NH2:1][C:2]1[CH:7]=[C:6](Cl)[N:5]=[C:4]([C:9]([O:11][CH3:12])=[O:10])[C:3]=1[Cl:13].[F:14][C:15]1[CH:16]=[C:17](B2OC(C)(C)C(C)(C)O2)[CH:18]=[CH:19][C:20]=1[C:21]([F:24])([F:23])[F:22].[F-].[K+]>C(#N)C.O.C(OCC)(=O)C.Cl[Pd](Cl)([P](C1C=CC=CC=1)(C1C=CC=CC=1)C1C=CC=CC=1)[P](C1C=CC=CC=1)(C1C=CC=CC=1)C1C=CC=CC=1>[NH2:1][C:2]1[CH:7]=[C:6]([C:17]2[CH:18]=[CH:19][C:20]([C:21]([F:23])([F:24])[F:22])=[C:15]([F:14])[CH:16]=2)[N:5]=[C:4]([C:9]([O:11][CH3:12])=[O:10])[C:3]=1[Cl:13] |f:2.3,4.5,^1:48,67|. Procedure details: Methyl 4-amino-3,6-dichloropicolinate (630 mg, 2.85 mmol), 2-(3-fluoro-4-(trifluoromethyl)phenyl)-4,4,5,5-tetramethyl-1,3,2-dioxaborolane (1.06 g, 3.65 mmol, 1.3 equiv), bis(triphenylphosphine)palladium(II) chloride (209 mg, 0.30 mmol, 0.1 equiv), and potassium fluoride (510 mg, 8.8 mmol, 3 equiv) in acetonitrile/water (8 mL, 3:1) was capped in a 25-mL vial on a Biotage Initiator™ microwave reactor for 20 min at 115° C., with external IR-sensor temperature monitoring from the side of the vessel.... Reactants: [BH4-], CCO, [H][H], O=Cc1ccc(-c2ccc([N+](=O)[O-])cc2)o1, [Na+], O=S(=O)(O)O. Product: O=[N+]([O-])c1ccc(-c2ccc(CO)o2)cc1. RXN SMILES: [BH4-:17].[CH3:26][CH2:27][OH:28].[H:19][H:20].[N+:1](=[O:2])([O-:3])[c:4]1[cH:5][cH:6][c:7](-[c:10]2[cH:11][cH:12][c:13]([CH:15]=[O:16])[o:14]2)[cH:8][cH:9]1.[Na+:18].[S:21](=[O:22])(=[O:23])([OH:24])[OH:25]>>[N+:1](=[O:2])([O-:3])[c:4]1[cH:5][cH:6][c:7](-[c:10]2[cH:11][cH:12][c:13]([CH2:15][OH:16])[o:14]2)[cH:8][cH:9]1. Starting materials: C(C)(C)(C)OC(N[C@@H](CC(C)C)C(NC1C(CNCCC1)O)=O)=O ([(S)-1-(3-hydroxy-azepan-4-ylcarbamoyl)-3-methyl-butyl]-carbamic acid tert butyl ester), 2-pyridinesulfonyl chloride-N-oxide, S(=O)(=O)(Cl)Cl (sulfonylchloride). Solvent: C(Cl)Cl (CH2Cl2), C(=O)(O)[O-].[Na+] (NaHCO3), C(=O)(O)[O-].[Na+] (NaHCO3). Yields the product N1=C(C=CC2=CC=CC=C12)C(=O)O (Quinoline-2-carboxylic acid). Reaction SMILES: C(OC(=O)N[C@H:8]([C:13](=O)[NH:14][CH:15]1[CH2:21][CH2:20][CH2:19]NC[CH:16]1[OH:22])[CH2:9][CH:10]([CH3:12])C)(C)(C)C.S(Cl)(Cl)(=O)=[O:26]>C(Cl)Cl.C([O-])(O)=O.[Na+]>[N:14]1[C:13]2[C:19](=[CH:12][CH:10]=[CH:9][CH:8]=2)[CH:20]=[CH:21][C:15]=1[C:16]([OH:22])=[O:26] |f:3.4|. Reported procedure: To a solution of [(S)-1-(3-hydroxy-azepan-4-ylcarbamoyl)-3-methyl-butyl]-carbamic acid tert butyl ester of Example 1g (2.5 g, 7.28 mmol) in CH2Cl2 (100 mL) and sat. NaHCO3 (400 mL) was added the solution of 2-pyridinesulfonyl chloride-N-oxide (27 mL, 102 mg/mL) dropwise in portions. As the addition proceeds additional sat. NaHCO3 is added in order to maintain the pH at approximately 8-9. Upon complete addition of the sulfonylchloride the reaction is stirred for an additional hour whereupon the o... Reactants: O=C([O-])[O-], CN(C)C=O, ClCCN1CCOCC1, Cl, [I-], [K+], [K+], [K+], COc1cccc(-n2nc3c(c2N)c(=O)[nH]c2cc(O)ccc23)c1, O. Yields the product COc1cccc(-n2nc3c(c2N)c(=O)[nH]c2cc(OCCN4CCOCC4)ccc23)c1. As a reaction SMILES: [C:35](=[O:36])([O-:37])[O-:38].[CH3:44][N:45]([CH3:46])[CH:47]=[O:48].[Cl:26][CH2:27][CH2:28][N:29]1[CH2:30][CH2:31][O:32][CH2:33][CH2:34]1.[ClH:25].[I-:42].[K+:39].[K+:40].[K+:41].[NH2:1][c:2]1[n:3](-[c:17]2[cH:18][c:19]([O:23][CH3:24])[cH:20][cH:21][cH:22]2)[n:4][c:5]2[c:6]1[c:7](=[O:16])[nH:8][c:9]1[cH:10][c:11]([OH:15])[cH:12][cH:13][c:14]21.[OH2:43]>>[NH2:1][c:2]1[n:3](-[c:17]2[cH:18][c:19]([O:23][CH3:24])[cH:20][cH:21][cH:22]2)[n:4][c:5]2[c:6]1[c:7](=[O:16])[nH:8][c:9]1[cH:10][c:11]([O:15][CH2:27][CH2:28][N:29]3[CH2:30][CH2:31][O:32][CH2:33][CH2:34]3)[cH:12][cH:13][c:14]21.